Dataset: the Open Reaction Database (ORD), a public repository of structured organic reaction records. Task: describe an organic reaction: reactants, conditions, products, and yield Reactants: C(C)(SCCN1C(NC(C1)(C)C)=O)=O (S-(2-(4,4-dimethyl-2-oxoimidazolidin-1-yl)ethyl) ethanethioate), [OH-].[Na+] (NaOH). Solvent: CO (methanol), O (water). Run at time 18 hour. The product is SCCN1C(NC(C1)(C)C)=O (1-(2-mercaptoethyl)-4,4-dimethylimidazolidin-2-one). Isolated yield 99.8%. As a reaction SMILES: C(=O)([S:3][CH2:4][CH2:5][N:6]1[CH2:10][C:9]([CH3:12])([CH3:11])[NH:8][C:7]1=[O:13])C.[OH-].[Na+]>CO.O>[SH:3][CH2:4][CH2:5][N:6]1[CH2:10][C:9]([CH3:11])([CH3:12])[NH:8][C:7]1=[O:13] |f:1.2|. Procedure: To a cold (0° C.) solution of S-(2-(4,4-dimethyl-2-oxoimidazolidin-1-yl)ethyl) ethanethioate (1.5 g, 6.9 mmol) in 14 mL of methanol and 7.2 mL of water was added 2.1 mL of 5 N NaOH. The external ice bath was removed and the mixture was allowed to warm to room temperature and stirred for 18 hours. Concentrated HCl (11 mL) was added and the resultant solution was concentrated to about ½ its original volume and extracted with ethyl acetate. The organic layer was washed with a brine solution, dried ... The reactants are [Si](C)(C)(C(C)(C)C)O[C@@H]1C=C2C=C[C@@H]([C@@H]([C@H]2[C@H](C1)O)CC[C@@H]1C[C@H](CC(O1)=O)O[Si](C)(C)C(C)(C)C)C ((4R,6R)-6-{2-[(1S,2S,6S,8S,8aR)-1,2,6,7,8,8a-Hexahydro-6-t-butyldimethylsilyloxy-8-hydroxy-2-methyl-1-naphthyl]ethyl}tetrahydro-4-t-butyldimethylsilyloxy-2H-pyran-2-one), C(CCCCC)(=O)O (hexanoic acid). The product is [Si](C)(C)(C(C)(C)C)O[C@@H]1C=C2C=C[C@@H]([C@@H]([C@H]2[C@H](C1)OC(CCCCC)=O)CC[C@@H]1C[C@H](CC(O1)=O)O[Si](C)(C)C(C)(C)C)C ((4R,6R)-6-{2-[(1S,2S,6S,8S,8aR)-1,2,6,7,8,8a-Hexahydro-6-t-butyldimethylsilyloxy-8-hexanoyloxy-2-methyl-1-naphthyl]ethyl}tetrahydro-4t-butyldimethylsilyloxy-2H-pyran-2-one). Yield: 31.2%. RXN SMILES: [Si:1]([O:8][C@H:9]1[CH2:18][C@H:17]([OH:19])[C@H:16]2[C:11]([CH:12]=[CH:13][C@H:14]([CH3:37])[C@@H:15]2[CH2:20][CH2:21][C@H:22]2[O:27][C:26](=[O:28])[CH2:25][C@H:24]([O:29][Si:30]([C:33]([CH3:36])([CH3:35])[CH3:34])([CH3:32])[CH3:31])[CH2:23]2)=[CH:10]1)([C:4]([CH3:7])([CH3:6])[CH3:5])([CH3:3])[CH3:2].[C:38](O)(=[O:44])[CH2:39][CH2:40][CH2:41][CH2:42][CH3:43]>>[Si:1]([O:8][C@H:9]1[CH2:18][C@H:17]([O:19][C:38](=[O:44])[CH2:39][CH2:40][CH2:41][CH2:42][CH3:43])[C@H:16]2[C:11]([CH:12]=[CH:13][C@H:14]([CH3:37])[C@@H:15]2[CH2:20][CH2:21][C@H:22]2[O:27][C:26](=[O:28])[CH2:25][C@H:24]([O:29][Si:30]([C:33]([CH3:36])([CH3:35])[CH3:34])([CH3:31])[CH3:32])[CH2:23]2)=[CH:10]1)([C:4]([CH3:5])([CH3:6])[CH3:7])([CH3:3])[CH3:2]. Reported procedure: A procedure similar to that described in Example 3, above, was followed, but using 1.0 g (1.8 mmol) of (4R,6R)-6-{2-[(1S,2S,6S,8S,8aR)-1,2,6,7,8,8a-hexahydro-6-t-butyldimethylsilyloxy-8-hydroxy-2-methyl-1-naphthyl]ethyl}tetrahydro-4-t-butyldimethylsilyloxy-2H-pyran-2-one [prepared as described in Example B, above] and 423 mg (3.6 mmol) of hexanoic acid, to provide 364 mg of the title compound. As a reaction SMILES: CP(C1N=C(OC)C(N)=NC=1)(C)=O.ClC1N=C(Cl)C(Cl)=CN=1.Cl[C:24]1[N:29]=[C:28]([NH:30][C:31]2[C:36]([O:37][CH3:38])=[N:35][C:34]([P:39]([CH3:42])([CH3:41])=[O:40])=[CH:33][N:32]=2)[C:27]([Cl:43])=[CH:26][N:25]=1.[N:44]1([CH:50]2[CH2:55][CH2:54][N:53]([C:56]3[S:60][C:59]([NH2:61])=[N:58][N:57]=3)[CH2:52][CH2:51]2)[CH2:49][CH2:48][CH2:47][CH2:46][CH2:45]1>>[N:44]1([CH:50]2[CH2:55][CH2:54][N:53]([C:56]3[S:60][C:59]([NH:61][C:24]4[N:29]=[C:28]([NH:30][C:31]5[C:36]([O:37][CH3:38])=[N:35][C:34]([P:39]([CH3:42])([CH3:41])=[O:40])=[CH:33][N:32]=5)[C:27]([Cl:43])=[CH:26][N:25]=4)=[N:58][N:57]=3)[CH2:52][CH2:51]2)[CH2:49][CH2:48][CH2:47][CH2:46][CH2:45]1. Procedure details: This compound can be prepared as in Example 32 by reacting 5-(dimethylphosphoryl)-3-methoxypyrazin-2-amine (prepared In example 33) with 2,4,5-trichloropyrimidine to generate 2,5-dichloro-N-[5-(dimethylphosphoryl)-3-methoxypyrazin-2-yl]pyrimidin-4-amine. 2,5-dichloro-N-[5-(dimethylphosphoryl)-3-methoxypyrazin-2-yl]pyrimidin-4-amine is then reacted with 5-(1,4′-bipiperidin-1′-yl)-1,3,4-thiadiazol-2-amine according to the procedure described in Example 321. Yields the product N1(CCCCC1)C1CCN(CC1)C1=NN=C(S1)NC1=NC=C(C(=N1)NC1=NC=C(N=C1OC)P(=O)(C)C)Cl (N2-[5-(1,4′-bipiperidin-1′-yl)-1,3,4-thiadiazol-2-yl]-5-chloro-N4-[5-(dimethylphosphoryl)-3-methoxypyrazin-2-yl]pyrimidine-2,4-diamine). The reactants are CP(=O)(C)C=1N=C(C(=NC1)N)OC (5-(dimethylphosphoryl)-3-methoxypyrazin-2-amine), ClC1=NC=C(C(=N1)Cl)Cl (2,4,5-trichloropyrimidine), ClC1=NC=C(C(=N1)NC1=NC=C(N=C1OC)P(=O)(C)C)Cl (2,5-dichloro-N-[5-(dimethylphosphoryl)-3-methoxypyrazin-2-yl]pyrimidin-4-amine), ClC1=NC=C(C(=N1)NC1=NC=C(N=C1OC)P(=O)(C)C)Cl (2,5-dichloro-N-[5-(dimethylphosphoryl)-3-methoxypyrazin-2-yl]pyrimidin-4-amine), N1(CCCCC1)C1CCN(CC1)C1=NN=C(S1)N (5-(1,4′-bipiperidin-1′-yl)-1,3,4-thiadiazol-2-amine). Starting materials: [OH-].[Na+] (NaOH), COC(C1=CC=C(C=C1)C#CC=1C=CC2=C(SCCCC2(C)COC)C1)=O (4-(5-methoxymethyl-5-methyl-2,3,4,5-tetrahydrobenzo[b]thiepin-8-ylethynyl)-benzoic acid methyl ester), ice HCl. Solvent: C1CCOC1.C(C)O (THF ethanol). Reaction conditions: time 18 hour. The product is COCC1(C2=C(SCCC1)C=C(C=C2)C#CC2=CC=C(C(=O)O)C=C2)C (4-(5-methoxymethyl-5-methyl-2,3,4,5-tetrahydrobenzo[b]thiepin-8-ylethynyl)-benzoic acid). Yield: 92.7%. As a reaction SMILES: C[O:2][C:3](=[O:27])[C:4]1[CH:9]=[CH:8][C:7]([C:10]#[C:11][C:12]2[CH:13]=[CH:14][C:15]3[C:21]([CH2:23][O:24][CH3:25])([CH3:22])[CH2:20][CH2:19][CH2:18][S:17][C:16]=3[CH:26]=2)=[CH:6][CH:5]=1.[OH-].[Na+]>C1COCC1.C(O)C>[CH3:25][O:24][CH2:23][C:21]1([CH3:22])[CH2:20][CH2:19][CH2:18][S:17][C:16]2[CH:26]=[C:12]([C:11]#[C:10][C:7]3[CH:6]=[CH:5][C:4]([C:3]([OH:27])=[O:2])=[CH:9][CH:8]=3)[CH:13]=[CH:14][C:15]1=2 |f:1.2,3.4|. Procedure details: 316 mg (0.83 mmol) of 4-(5-methoxymethyl-5-methyl-2,3,4,5-tetrahydrobenzo[b]thiepin-8-ylethynyl)-benzoic acid methyl ester was dissolved in 8 ml of THF/EtOH (1/1) and treated with 1.38 ml of 3N NaOH (5 eq.). The reaction flask was kept in the dark and stirring continued for 18 h at room temperature. The mixture was then poured onto crushed ice/ HCl, extracted twice with diethylether, the organic phase was washed with brine, dried over magnesium sulfate, filtrated and evaporated to dryness. Cryst... Starting materials: F[B-](F)(F)F, CC(C)(C)c1ccc(CNCCc2cccc(C(F)(F)F)c2)cc1, CCN(C(C)C)C(C)C, O=C(O)c1c(F)c(Cl)cc2cc[nH]c12, CN(C)C=O, O, CN(C)C(On1nnc2ccccc21)=[N+](C)C. Yields the product CC(C)(C)c1ccc(CN(CCc2cccc(C(F)(F)F)c2)C(=O)c2c(F)c(Cl)cc3cc[nH]c23)cc1. Reaction SMILES: [B-:15]([F:16])([F:17])([F:18])[F:19].[C:46]([CH3:47])([CH3:48])([CH3:49])[c:50]1[cH:51][cH:52][c:53]([CH2:54][NH:55][CH2:56][CH2:57][c:58]2[cH:59][c:60]([C:64]([F:65])([F:66])[F:67])[cH:61][cH:62][cH:63]2)[cH:68][cH:69]1.[CH:37]([N:38]([CH2:39][CH3:40])[CH:41]([CH3:42])[CH3:43])([CH3:44])[CH3:45].[Cl:1][c:2]1[cH:3][c:4]2[cH:5][cH:6][nH:7][c:8]2[c:9]([C:12](=[O:13])[OH:14])[c:10]1[F:11].[O:70]=[CH:71][N:72]([CH3:73])[CH3:74].[OH2:75].[n:20]1([O:21][C:22]([N:23]([CH3:24])[CH3:25])=[N+:26]([CH3:27])[CH3:28])[c:29]2[cH:30][cH:31][cH:32][cH:33][c:34]2[n:35][n:36]1>>[Cl:1][c:2]1[cH:3][c:4]2[cH:5][cH:6][nH:7][c:8]2[c:9]([C:12](=[O:14])[N:55]([CH2:54][c:53]2[cH:52][cH:51][c:50]([C:46]([CH3:47])([CH3:48])[CH3:49])[cH:69][cH:68]2)[CH2:56][CH2:57][c:58]2[cH:59][c:60]([C:64]([F:65])([F:66])[F:67])[cH:61][cH:62][cH:63]2)[c:10]1[F:11]. Starting materials: [Al+3], CCCCC12CCC(=O)C(c3ccc(OCCN4CCCCC4)cc3)=C1c1ccc(OC)cc1C2, CCS, CCOC(C)=O, [Cl-], [Cl-], [Cl-], ClCCl, Cl, [Na+], O=C([O-])O, C1CCOC1, O. The product is CCCCC12CCC(=O)C(c3ccc(OCCN4CCCCC4)cc3)=C1c1ccc(O)cc1C2. As a reaction SMILES: [Al+3:40].[CH2:1]([CH2:2][CH2:3][CH3:4])[C:5]12[CH2:6][c:7]3[cH:8][c:9]([O:34][CH3:35])[cH:10][cH:11][c:12]3[C:13]1=[C:14]([c:19]1[cH:20][cH:21][c:22]([O:25][CH2:26][CH2:27][N:28]3[CH2:29][CH2:30][CH2:31][CH2:32][CH2:33]3)[cH:23][cH:24]1)[C:15](=[O:18])[CH2:16][CH2:17]2.[CH2:36]([SH:37])[CH3:38].[CH3:52][CH2:53][O:54][C:55]([CH3:56])=[O:57].[Cl-:39].[Cl-:41].[Cl-:42].[Cl:49][CH2:50][Cl:51].[ClH:43].[Na+:48].[O-:44][C:45]([OH:46])=[O:47].[O:59]1[CH2:60][CH2:61][CH2:62][CH2:63]1.[OH2:58]>>[CH2:1]([CH2:2][CH2:3][CH3:4])[C:5]12[CH2:6][c:7]3[cH:8][c:9]([OH:34])[cH:10][cH:11][c:12]3[C:13]1=[C:14]([c:19]1[cH:20][cH:21][c:22]([O:25][CH2:26][CH2:27][N:28]3[CH2:29][CH2:30][CH2:31][CH2:32][CH2:33]3)[cH:23][cH:24]1)[C:15](=[O:18])[CH2:16][CH2:17]2. The reactants are O=C(n1ccnc1)n1ccnc1, CC(C)(C)c1ncc2c(n1)-c1sc(N)nc1CC2, ClCCl, CN(C)C=O. The product is CC(C)(C)c1ncc2c(n1)-c1sc(NC(=O)n3ccnc3)nc1CC2. Reaction SMILES: [C:19](=[O:20])([n:21]1[cH:22][n:23][cH:24][cH:25]1)[n:26]1[cH:27][cH:28][n:29][cH:30]1.[C:1]([CH3:2])([CH3:3])([CH3:4])[c:5]1[n:6][c:7]2[c:12]([cH:13][n:14]1)[CH2:11][CH2:10][c:9]1[c:8]-2[s:17][c:16]([NH2:18])[n:15]1.[Cl:31][CH2:32][Cl:33].[O:34]=[CH:35][N:36]([CH3:37])[CH3:38]>>[C:1]([CH3:2])([CH3:3])([CH3:4])[c:5]1[n:6][c:7]2[c:12]([cH:13][n:14]1)[CH2:11][CH2:10][c:9]1[c:8]-2[s:17][c:16]([NH:18][C:19](=[O:20])[n:21]2[cH:22][n:23][cH:24][cH:25]2)[n:15]1.